From a dataset of the Open Reaction Database (ORD), a public repository of structured organic reaction records. describe an organic reaction: reactants, conditions, products, and yield Reactants: C(C1=CC=CC=C1)OC1=CC=C(C2=C1NC(CO2)=O)C(C(O)O)=O (5-benzyloxy-8-(2,2-dihydroxy-acetyl)-4H-benzo[1,4]oxazin-3-one), C(C1=CC=CC=C1)OC1=CC=C(CC2(CC2)N)C=C1 (1-(4-benzyloxy-benzyl)-cyclopropylamine), FC(C(=O)[O-])(F)F (trifluoroacetate). As a reaction SMILES: C([O:8][C:9]1[C:14]2[NH:15][C:16](=[O:19])[CH2:17][O:18][C:13]=2[C:12]([C:20](=[O:24])[CH:21](O)O)=[CH:11][CH:10]=1)C1C=CC=CC=1.C([O:32][C:33]1[CH:43]=[CH:42][C:36]([CH2:37][C:38]2([NH2:41])[CH2:40][CH2:39]2)=[CH:35][CH:34]=1)C1C=CC=CC=1.FC(F)(F)C([O-])=O>>[OH:8][C:9]1[C:14]2[NH:15][C:16](=[O:19])[CH2:17][O:18][C:13]=2[C:12]([CH:20]([OH:24])[CH2:21][NH:41][C:38]2([CH2:37][C:36]3[CH:42]=[CH:43][C:33]([OH:32])=[CH:34][CH:35]=3)[CH2:40][CH2:39]2)=[CH:11][CH:10]=1. Reported procedure: Prepared according to general method 3 from 329 mg (1 mmol) 5-benzyloxy-8-(2,2-dihydroxy-acetyl)-4H-benzo[1,4]oxazin-3-one and 253 mg (1 mmol) 1-(4-benzyloxy-benzyl)-cyclopropylamine. Yield: 20 mg (4%, trifluoroacetate); mass spectroscopy: [M+H]+=371. Product: OC1=CC=C(C2=C1NC(CO2)=O)C(CNC2(CC2)CC2=CC=C(C=C2)O)O (5-hydroxy-8-{1-hydroxy-2-[1-(4-hydroxy-benzyl)-cyclopropylamino]-ethyl}-4H-benzo[1,4]oxazin-3-one). The reactants are [K+].[Br-] (KBr), N1(CCCCC1)CC=1C=C(OCCCN)C=CC1 (3-[3-(1-piperidinylmethyl)phenoxy]propylamine), ClC1=NS(C2=C1C=C(C=C2)F)(=O)=O (3-chloro-5-fluoro-1,2-benzisothiazole 1,1-dioxide). The solvent is C(Cl)(Cl)Cl (chloroform), C(Cl)(Cl)Cl (chloroform). Reaction conditions: time 15 minute. Product: Cl.N1(CCCCC1)CC=1C=C(OCCCNC2=NS(C3=C2C=C(C=C3)F)(=O)=O)C=CC1 (N-[3-[3-[(1-piperidinyl)methyl]phenoxy]propyl]-5-fluoro-1,2-benzisothiazol-3-amine 1,1-dioxide, hydrochloride). RXN SMILES: [N:1]1([CH2:7][C:8]2[CH:9]=[C:10]([CH:16]=[CH:17][CH:18]=2)[O:11][CH2:12][CH2:13][CH2:14][NH2:15])[CH2:6][CH2:5][CH2:4][CH2:3][CH2:2]1.[Cl:19][C:20]1[C:24]2[CH:25]=[C:26]([F:29])[CH:27]=[CH:28][C:23]=2[S:22](=[O:31])(=[O:30])[N:21]=1.[K+].[Br-]>C(Cl)(Cl)Cl>[ClH:19].[N:1]1([CH2:7][C:8]2[CH:9]=[C:10]([CH:16]=[CH:17][CH:18]=2)[O:11][CH2:12][CH2:13][CH2:14][NH:15][C:20]2[C:24]3[CH:25]=[C:26]([F:29])[CH:27]=[CH:28][C:23]=3[S:22](=[O:30])(=[O:31])[N:21]=2)[CH2:6][CH2:5][CH2:4][CH2:3][CH2:2]1 |f:2.3,5.6|. Reported procedure: To a refluxing solution of 3-[3-(1-piperidinylmethyl)phenoxy]propylamine (0.870 g, 3.503 mmoles) in dried chloroform (35 ml) under dry nitrogen is added over 45 minutes a solution of 3-chloro-5-fluoro-1,2-benzisothiazole 1,1-dioxide (0.808 g, 3.679 mmoles) in dried chloroform (20 ml) while maintaining reflux. After the addition is complete refluxing is continued for 15 minutes and the solution allowed to come to room temperature. Evaporation in vacuo gives an orange solid. Recrystallization from...